Dataset: the Open Reaction Database (ORD), a public repository of structured organic reaction records. Task: describe an organic reaction: reactants, conditions, products, and yield Reported procedure: A mixture of 4-fluorophenyl acetone (50 grams) and 162.5 ml of N,N-dimethylformamide dimethyl acetal in 75 ml of acetonitrile is stirred for 12 hours and then the reaction mixture is concentrated on a rotary evaporator. The residual solid is suspended in 100 ml of hexane and filtered to give 59.6 grams of 1-(4-fluorophenyl)-2-(dimethylamino)ethenyl-2-propanone. The product is FC1=CC=C(C=C1)C(C(C)=O)C=CN(C)C (1-(4-fluorophenyl)-2-(dimethylamino)ethenyl-2-propanone). Reactants: FC1=CC=C(C=C1)CC(C)=O (4-fluorophenyl acetone), COC(N(C)C)OC (N,N-dimethylformamide dimethyl acetal), C(C)#N (acetonitrile). Conditions: time 12 hour. Reaction SMILES: [F:1][C:2]1[CH:7]=[CH:6][C:5]([CH2:8][C:9](=[O:11])[CH3:10])=[CH:4][CH:3]=1.CO[CH:14](OC)[N:15]([CH3:17])[CH3:16].[C:20](#N)C>>[F:1][C:2]1[CH:3]=[CH:4][C:5]([CH:8]([CH:20]=[CH:14][N:15]([CH3:17])[CH3:16])[C:9](=[O:11])[CH3:10])=[CH:6][CH:7]=1. Reactants: FC(C1=CC=2N(C3=CC=CC=C3SC2C=C1)CCCN1CCC(CC1)OCCCO)(F)F (2-trifluoromethyl-10-[3-(4-{3-hydroxypropoxy}-piperidino)-propyl]-phenothiazine), C(C)(=O)Cl (acetyl chloride). The product is FC(C1=CC=2N(C3=CC=CC=C3SC2C=C1)CCCN1CCC(CC1)OCCCOC(C)=O)(F)F (2-trifluoromethyl-10-[3-(4-{3-acetoxypropoxy}-piperidino)-propyl]-phenothiazine). Isolated yield 49.2%. As a reaction SMILES: [F:1][C:2]([F:32])([F:31])[C:3]1[CH:16]=[CH:15][C:14]2[S:13][C:12]3[C:7](=[CH:8][CH:9]=[CH:10][CH:11]=3)[N:6]([CH2:17][CH2:18][CH2:19][N:20]3[CH2:25][CH2:24][CH:23]([O:26][CH2:27][CH2:28][CH2:29][OH:30])[CH2:22][CH2:21]3)[C:5]=2[CH:4]=1.[C:33](Cl)(=[O:35])[CH3:34]>>[F:32][C:2]([F:31])([F:1])[C:3]1[CH:16]=[CH:15][C:14]2[S:13][C:12]3[C:7](=[CH:8][CH:9]=[CH:10][CH:11]=3)[N:6]([CH2:17][CH2:18][CH2:19][N:20]3[CH2:21][CH2:22][CH:23]([O:26][CH2:27][CH2:28][CH2:29][O:30][C:33](=[O:35])[CH3:34])[CH2:24][CH2:25]3)[C:5]=2[CH:4]=1. Procedure: Using the procedure of Example XXXV, 18.7 g (0.04 mole) of 2-trifluoromethyl-10-[3-(4-{3-hydroxypropoxy}-piperidino)-propyl]-phenothiazine (prepared in Example XVIII) and 3.14 g (0.04 mole) of acetyl chloride were reacted to obtain 10 g (49% yield) of 2-trifluoromethyl-10-[3-(4-{3-acetoxypropoxy}-piperidino)-propyl]-phenothiazine as a clear amber oil. Starting materials: CCOC(=O)c1nnn(Cc2ccc(OC)cc2)c1C(=O)c1cc(OC)c(OC)cc1[N+](=O)[O-], [Na+], C1CCOC1, [OH-]. The product is COc1ccc(Cn2nnc(C(=O)O)c2C(=O)c2cc(OC)c(OC)cc2[N+](=O)[O-])cc1. Reaction SMILES: [CH3:1][O:2][c:3]1[cH:4][cH:5][c:6]([CH2:7][n:8]2[n:9][n:10][c:11]([C:28](=[O:29])[O:30][CH2:31][CH3:32])[c:12]2[C:13]([c:14]2[c:15]([N+:24](=[O:25])[O-:26])[cH:16][c:17]([O:22][CH3:23])[c:18]([O:20][CH3:21])[cH:19]2)=[O:27])[cH:33][cH:34]1.[Na+:36].[O:37]1[CH2:38][CH2:39][CH2:40][CH2:41]1.[OH-:35]>>[CH3:1][O:2][c:3]1[cH:4][cH:5][c:6]([CH2:7][n:8]2[n:9][n:10][c:11]([C:28](=[O:29])[OH:30])[c:12]2[C:13]([c:14]2[c:15]([N+:24](=[O:25])[O-:26])[cH:16][c:17]([O:22][CH3:23])[c:18]([O:20][CH3:21])[cH:19]2)=[O:27])[cH:33][cH:34]1.